Dataset: the Open Reaction Database (ORD), a public repository of structured organic reaction records. Task: describe an organic reaction: reactants, conditions, products, and yield Reaction SMILES: [Li+].[OH-].C[O:4][C:5](=[O:49])[CH2:6][C:7]1[C:44]([C:45]([F:48])([F:47])[F:46])=[CH:43][CH:42]=[CH:41][C:8]=1[CH2:9][CH2:10][C:11]1[C:16]([C:17]([F:20])([F:19])[F:18])=[CH:15][N:14]=[C:13]([NH:21][C:22]2[CH:27]=[CH:26][C:25]([CH:28]3[CH2:33][CH2:32][N:31]([C:34]([O:36][C:37]([CH3:40])([CH3:39])[CH3:38])=[O:35])[CH2:30][CH2:29]3)=[CH:24][CH:23]=2)[N:12]=1>C1COCC1.CO.O>[C:37]([O:36][C:34]([N:31]1[CH2:30][CH2:29][CH:28]([C:25]2[CH:24]=[CH:23][C:22]([NH:21][C:13]3[N:12]=[C:11]([CH2:10][CH2:9][C:8]4[CH:41]=[CH:42][CH:43]=[C:44]([C:45]([F:46])([F:48])[F:47])[C:7]=4[CH2:6][C:5]([OH:49])=[O:4])[C:16]([C:17]([F:18])([F:20])[F:19])=[CH:15][N:14]=3)=[CH:27][CH:26]=2)[CH2:33][CH2:32]1)=[O:35])([CH3:40])([CH3:38])[CH3:39] |f:0.1|. The reactants are [Li+].[OH-] (LiOH), COC(CC1=C(CCC2=NC(=NC=C2C(F)(F)F)NC2=CC=C(C=C2)C2CCN(CC2)C(=O)OC(C)(C)C)C=CC=C1C(F)(F)F)=O (tert-butyl 4-(4-((4-(2-(2-methoxy-2-oxoethyl)-3-(trifluoromethyl)phenethyl)-5-(trifluoromethyl)pyrimidin-2-yl)amino)phenyl)piperidine-1-carboxylate), [Li+].[OH-] (LiOH). Conditions: time 16 hour. Yields the product C(C)(C)(C)OC(=O)N1CCC(CC1)C1=CC=C(C=C1)NC1=NC=C(C(=N1)CCC1=C(C(=CC=C1)C(F)(F)F)CC(=O)O)C(F)(F)F (2-(2-(2-(2-((4-(1-(tert-Butoxycarbonyl)piperidin-4-yl)phenyl)amino)-5-(trifluoromethyl)pyrimidin-4-yl)ethyl)-6-(trifluoromethyl)phenyl)acetic acid). Solvent: O (Water), O (water), C1CCOC1 (THF), CO (MeOH), O (water). Reported procedure: LiOH (31 mg, 1.3 mmol) was added to a solution of tert-butyl 4-(4-((4-(2-(2-methoxy-2-oxoethyl)-3-(trifluoromethyl)phenethyl)-5-(trifluoromethyl)pyrimidin-2-yl)amino)phenyl)piperidine-1-carboxylate (A95) (0.106 g, 0.159 mmol) in THF (2.0 mL), MeOH (1.0 mL) and water (1.0 mL) and the resulting mixture was stirred at room temperature for 16 hours. Water (20 mL) was added and the mixture extracted with EtOAc (2×20 mL). The combined organic extracts were concentrated under reduced pressure and the r... The reactants are NC1=NN2C(C(N1)C1=CC=C(C=C1)OC)=C(N=C2CCC)C (2-amino-3,4-dihydro-4(p-methoxyphenyl)-5-methyl-7-propylimidazo[5,1-f]-as-triazine), Cl (hydrochloride). Product: NC1=NN2C(C(=N1)C1=CC=C(C=C1)OC)=C(N=C2CCC)C (2-Amino-4(p-methoxyphenyl)-5-methyl-7-propylimidazo[5,1-f]-as-triazine). Reaction SMILES: [NH2:1][C:2]1[NH:7][CH:6]([C:8]2[CH:13]=[CH:12][C:11]([O:14][CH3:15])=[CH:10][CH:9]=2)[C:5]2=[C:16]([CH3:22])[N:17]=[C:18]([CH2:19][CH2:20][CH3:21])[N:4]2[N:3]=1.Cl>>[NH2:1][C:2]1[N:7]=[C:6]([C:8]2[CH:13]=[CH:12][C:11]([O:14][CH3:15])=[CH:10][CH:9]=2)[C:5]2=[C:16]([CH3:22])[N:17]=[C:18]([CH2:19][CH2:20][CH3:21])[N:4]2[N:3]=1. Procedure details: 2-Amino-4(p-methoxyphenyl)-5-methyl-7-propylimidazo[5,1-f]-as-triazine was prepared from 2-amino-3,4-dihydro-4(p-methoxyphenyl)-5-methyl-7-propylimidazo[5,1-f]-as-triazine (Example 14b). It was converted to its hydrochloride, which was crystallised from a mixture of ethanol and ether and had m.p. 224°-226° (21%). The reactants are NN(C)C(=O)C(C(=O)N)(O)C (2-azaalanyl-dl-lactamide), C(C)(=O)N[C@@H](C)C(=O)N[C@@H](C)C(=O)N1[C@H](C(=O)O)CCC1 (Acetylalanylalanylproline), CN1CCOCC1 (N-methylmorpholine), ClC(=O)OCC(C)C (Isobutyl chloroformate). The solvent is O1CCCC1 (tetrahydrofuran), O1CCCC1 (tetrahydrofuran). Reaction conditions: time 10 minute. The product is C(C)(=O)N[C@@H](C)C(=O)N[C@@H](C)C(=O)N1[C@H](C(=O)NN(C)C(=O)C(C(=O)N)(O)C)CCC1 (acetylalanylalanylprolyl-2-azaalanyl-dl-lactamide). RXN SMILES: [C:1]([NH:4][C@H:5]([C:7]([NH:9][C@H:10]([C:12]([N:14]1[CH2:21][CH2:20][CH2:19][C@H:15]1[C:16]([OH:18])=O)=[O:13])[CH3:11])=[O:8])[CH3:6])(=[O:3])[CH3:2].CN1CCOCC1.ClC(OCC(C)C)=O.[NH2:37][N:38]([C:40]([C:42]([CH3:47])([OH:46])[C:43]([NH2:45])=[O:44])=[O:41])[CH3:39]>O1CCCC1>[C:1]([NH:4][C@H:5]([C:7]([NH:9][C@H:10]([C:12]([N:14]1[CH2:21][CH2:20][CH2:19][C@H:15]1[C:16]([NH:37][N:38]([C:40]([C:42]([CH3:47])([OH:46])[C:43]([NH2:45])=[O:44])=[O:41])[CH3:39])=[O:18])=[O:13])[CH3:11])=[O:8])[CH3:6])(=[O:3])[CH3:2]. Procedure details: Acetylalanylalanylproline (2 mmole) and N-methylmorpholine (2 mmole) are dissolved in dry tetrahydrofuran (200 ml) and cooled to -20° to -25°. Isobutyl chloroformate (2 mmole) is added, and the mixture is stirred at -20° for 10 minutes. A solution of 2-azaalanyl-dl-lactamide (2 mmole) in tetrahydrofuran (10 ml) is added dropwise, and the mixture is allowed to warm to room temperature over a period of 2 hours and stirred for a further 3 hours. The precipitate is filtered off and the filtrate is e... The reactants are [Ba+2], CCOC(=O)C1C(C)OC(=O)C(C)C1NCc1ccccc1, C1CCOC1, [OH-], [OH-], O. The product is CCOC(=O)C(C(C)O)C(NCc1ccccc1)C(C)C(=O)O. RXN SMILES: [Ba+2:24].[CH3:1][CH:2]1[O:3][C:4](=[O:22])[CH:5]([CH3:21])[CH:6]([NH:13][CH2:14][c:15]2[cH:16][cH:17][cH:18][cH:19][cH:20]2)[CH:7]1[C:8](=[O:9])[O:10][CH2:11][CH3:12].[O:26]1[CH2:27][CH2:28][CH2:29][CH2:30]1.[OH-:23].[OH-:25].[OH2:31]>>[CH3:1][CH:2]([CH:7]([CH:6]([CH:5]([C:4]([OH:3])=[O:22])[CH3:21])[NH:13][CH2:14][c:15]1[cH:16][cH:17][cH:18][cH:19][cH:20]1)[C:8](=[O:9])[O:10][CH2:11][CH3:12])[OH:23]. The reactants are ClC1=CC=C(C=N1)NC(=S)NC (1-(6-chloro-3-pyridyl)-3-methylthiourea), N#CN (cyanamide), C1(CCCCC1)N=C=NC1CCCCC1 (dicyclohexylcarbodiimide). The reagents and catalysts are C(C)N(C(C)C)C(C)C (ethyl diisopropylamine). Solvent: C(C)#N (acetonitrile). Conditions: time 34 hour. Product: ClC1=CC=C(C=N1)NC(=NC#N)NC (1-(6-chloro-3-pyridyl)-2-cyano-3-methylguanidine). The yield is 29.0%. Reaction SMILES: [Cl:1][C:2]1[N:7]=[CH:6][C:5]([NH:8][C:9]([NH:11][CH3:12])=S)=[CH:4][CH:3]=1.[N:13]#[C:14]N.C1([N:22]=C=NC2CCCCC2)CCCCC1>C(N(C(C)C)C(C)C)C.C(#N)C>[Cl:1][C:2]1[N:7]=[CH:6][C:5]([NH:8][C:9]([NH:13][CH3:14])=[N:11][C:12]#[N:22])=[CH:4][CH:3]=1. Procedure details: A mixture of 1.03 g of 1-(6-chloro-3-pyridyl)-3-methylthiourea, 0.32 g of cyanamide, 1.58 g of dicyclohexylcarbodiimide, 3 drops of ethyl diisopropylamine and 10 ml of acetonitrile was stirred for 34 hours at room temperature and filtered to collect an insoluble substance. The insoluble substance was recrystallized from a mixed solvent of acetonitrile and methanol, and then from acetonitrile to obtain 0.31 g of 1-(6-chloro-3-pyridyl)-2-cyano-3-methylguanidine (Compound No. 24). Reactants: [N+](=O)([O-])C=1C=C(C=O)C=CC1 (3-nitrobenzaldehyde), C(C)OC(CC(N)=N)=O (amidinoacetic acid ethyl ester). Solvent: C(C)O (ethanol), C(C)O (ethanol). Yields the product C(C)OC(=O)C1=C(NC(=C(C1C1=CC(=CC=C1)[N+](=O)[O-])C(=O)OCC)N)N (2,6-diamino-4-(3-nitrophenyl)-1,4-dihydropyridine-3,5-dicarboxylic acid diethyl ester). Isolated yield 63.0%. RXN SMILES: [N+:1]([C:4]1[CH:5]=[C:6]([CH:9]=[CH:10][CH:11]=1)[CH:7]=O)([O-:3])=[O:2].[CH2:12]([O:14][C:15](=[O:20])[CH2:16][C:17](=[NH:19])[NH2:18])[CH3:13]>C(O)C>[CH2:12]([O:14][C:15]([C:16]1[CH:7]([C:6]2[CH:9]=[CH:10][CH:11]=[C:4]([N+:1]([O-:3])=[O:2])[CH:5]=2)[C:16]([C:15]([O:14][CH2:12][CH3:13])=[O:20])=[C:17]([NH2:18])[NH:19][C:17]=1[NH2:18])=[O:20])[CH3:13]. Procedure: Upon boiling a solution of 15.1 g 3-nitrobenzaldehyde and 26.0 g amidinoacetic acid ethyl ester in 250 ml ethanol for two hours, 2,6-diamino-4-(3-nitrophenyl)-1,4-dihydropyridine-3,5-dicarboxylic acid diethyl ester of m.p. 175° - 176° C (ethanol) is obtained. Yields the product CC(C)(C)OC(=O)N1C(Cc2ccc(C(=O)O)cc2)CCC1C(O[Si](C)(C)C(C)(C)C)c1ccc(NC(C)(C)c2ccccc2)nc1. Reactants: COC(=O)c1ccc(CC2CCC(C(O[Si](C)(C)C(C)(C)C)c3ccc(NC(C)(C)c4ccccc4)nc3)N2C(=O)OC(C)(C)C)cc1, CC(=O)O, CCOC(C)=O, [Li+], C1COCCO1, [OH-], O. As a reaction SMILES: [C:1]([CH3:2])([CH3:3])([CH3:4])[Si:5]([O:6][CH:7]([CH:8]1[N:9]([C:24](=[O:25])[O:26][C:27]([CH3:28])([CH3:29])[CH3:30])[CH:10]([CH2:13][c:14]2[cH:15][cH:16][c:17]([C:20](=[O:21])[O:22][CH3:23])[cH:18][cH:19]2)[CH2:11][CH2:12]1)[c:31]1[cH:32][n:33][c:34]([NH:37][C:38]([CH3:39])([CH3:40])[c:41]2[cH:42][cH:43][cH:44][cH:45][cH:46]2)[cH:35][cH:36]1)([CH3:47])[CH3:48].[CH3:51][C:52](=[O:53])[OH:54].[CH3:62][CH2:63][O:64][C:65]([CH3:66])=[O:67].[Li+:50].[O:55]1[CH2:56][CH2:57][O:58][CH2:59][CH2:60]1.[OH-:49].[OH2:61]>>[C:1]([CH3:2])([CH3:3])([CH3:4])[Si:5]([O:6][CH:7]([CH:8]1[N:9]([C:24](=[O:25])[O:26][C:27]([CH3:28])([CH3:29])[CH3:30])[CH:10]([CH2:13][c:14]2[cH:15][cH:16][c:17]([C:20](=[O:21])[OH:22])[cH:18][cH:19]2)[CH2:11][CH2:12]1)[c:31]1[cH:32][n:33][c:34]([NH:37][C:38]([CH3:39])([CH3:40])[c:41]2[cH:42][cH:43][cH:44][cH:45][cH:46]2)[cH:35][cH:36]1)([CH3:47])[CH3:48]. The reactants are CS(=O)(=O)N (methanesulfonamide), N1(CCC1)S(=O)(=O)N (azetidine-1-sulfonamide), C(#N)C1(C2CC3CC(CC1C3)C2)COC2=CC(=C(C(=O)O)C=C2C2CC2)F (4-((2-cyanoadamantan-2-yl)methoxy)-5-cyclopropyl-2-fluorobenzoic acid), C1(CC1)C=1C(=CC(=C(C(=O)O)C1)F)OCC1CC2C(C2CC1)(F)F (5-cyclopropyl-4-((7,7-difluorobicyclo[4.1.0]heptan-3-yl)methoxy)-2-fluorobenzoic acid). Yields the product N1(CCC1)S(=O)(=O)NC(C1=C(C=C(C(=C1)C1CC1)OCC1CC2C(C2CC1)(F)F)F)=O (N-(azetidin-1-ylsulfonyl)-5-cyclopropyl-4-((7,7-difluorobicyclo[4.1.0]-heptan-3-yl)methoxy)-2-fluorobenzamide), solid. Isolated yield 22.0%. As a reaction SMILES: C(C1(COC2C(C3CC3)=CC(C(O)=O)=C(F)C=2)C2CC3CC(CC1C3)C2)#N.[CH:28]1([C:31]2[C:32]([O:41][CH2:42][CH:43]3[CH2:49][CH2:48][CH:47]4[CH:45]([C:46]4([F:51])[F:50])[CH2:44]3)=[CH:33][C:34]([F:40])=[C:35]([CH:39]=2)[C:36]([OH:38])=O)[CH2:30][CH2:29]1.CS(N)(=O)=O.[N:57]1([S:61]([NH2:64])(=[O:63])=[O:62])[CH2:60][CH2:59][CH2:58]1>>[N:57]1([S:61]([NH:64][C:36](=[O:38])[C:35]2[CH:39]=[C:31]([CH:28]3[CH2:29][CH2:30]3)[C:32]([O:41][CH2:42][CH:43]3[CH2:49][CH2:48][CH:47]4[CH:45]([C:46]4([F:50])[F:51])[CH2:44]3)=[CH:33][C:34]=2[F:40])(=[O:63])=[O:62])[CH2:60][CH2:59][CH2:58]1. Procedure details: Following the procedure as described in Example 332 Step 7 and making non-critical variations to replace 4-((2-cyanoadamantan-2-yl)methoxy)-5-cyclopropyl-2-fluorobenzoic acid with 5-cyclopropyl-4-((7,7-difluorobicyclo[4.1.0]heptan-3-yl)methoxy)-2-fluorobenzoic acid and to replace methanesulfonamide with azetidine-1-sulfonamide, the title compound was obtained as a colorless solid (0.025 g, 22%): 1H NMR (300 MHz, CDCl3) δ11.59 (br s, 1H), 7.11 (d, J=8.2 Hz, 1H), 7.03-6.87 (m, 1H), 4.14-3.77 (m, 6... Reactants: CC(C)(C)OC(=O)NCC1CCNCC1, CSC(=N)NC(=O)OCc1ccccc1, CCO. As a reaction SMILES: [C:1]([CH3:2])([CH3:3])([CH3:4])[O:5][C:6](=[O:7])[NH:8][CH2:9][CH:10]1[CH2:11][CH2:12][NH:13][CH2:14][CH2:15]1.[CH2:16]([c:17]1[cH:18][cH:19][cH:20][cH:21][cH:22]1)[O:23][C:24](=[O:25])[NH:26][C:27]([S:28][CH3:29])=[NH:30].[CH3:31][CH2:32][OH:33]>>[C:1]([CH3:2])([CH3:3])([CH3:4])[O:5][C:6](=[O:7])[NH:8][CH2:9][CH:10]1[CH2:11][CH2:12][N:13]([C:27]([NH:26][C:24]([O:23][CH2:16][c:17]2[cH:18][cH:19][cH:20][cH:21][cH:22]2)=[O:25])=[NH:30])[CH2:14][CH2:15]1. Product: CC(C)(C)OC(=O)NCC1CCN(C(=N)NC(=O)OCc2ccccc2)CC1. Reactants: CCN(c1ccc(F)c(C(=O)O)c1F)S(=O)(=O)NC, CCN=C=NCCCN(C)C, CCOC(C)=O, CN(C)C=O, On1nnc2ccccc21, Nc1cnc2[nH]ccc2c1. Yields the product CCN(c1ccc(F)c(C(=O)Nc2cnc3[nH]ccc3c2)c1F)S(=O)(=O)NC. RXN SMILES: [CH2:32]([CH3:33])[N:34]([S:35]([NH:36][CH3:37])(=[O:38])=[O:39])[c:40]1[c:41]([F:50])[c:42]([C:43](=[O:44])[OH:45])[c:46]([F:49])[cH:47][cH:48]1.[CH3:11][CH2:12][N:13]=[C:14]=[N:15][CH2:16][CH2:17][CH2:18][N:19]([CH3:20])[CH3:21].[CH3:56][CH2:57][O:58][C:59]([CH3:60])=[O:61].[O:51]=[CH:52][N:53]([CH3:54])[CH3:55].[OH:1][n:2]1[c:3]2[c:4]([cH:5][cH:6][cH:7][cH:8]2)[n:9][n:10]1.[nH:22]1[cH:23][cH:24][c:25]2[c:26]1[n:27][cH:28][c:29]([NH2:31])[cH:30]2>>[nH:22]1[cH:23][cH:24][c:25]2[c:26]1[n:27][cH:28][c:29]([NH:31][C:43]([c:42]1[c:41]([F:50])[c:40]([N:34]([CH2:32][CH3:33])[S:35]([NH:36][CH3:37])(=[O:38])=[O:39])[cH:48][cH:47][c:46]1[F:49])=[O:44])[cH:30]2.